From a dataset of the Open Reaction Database (ORD), a public repository of structured organic reaction records. describe an organic reaction: reactants, conditions, products, and yield Reactants: Cl.Cl.NCCCCC(C(=O)OCC)N[C@H]1CSC2=C(N(C1=O)CC(=O)OCC)C=CC=C2 (ethyl 3(R)-(5-amino-1-ethoxycarbonylpentyl)amino-4-oxo-2,3,4,5-tetrahydro-1,5-benzothiazepine-5-acetate.dihydrochloride), C(CCCC=O)=O (glutaraldehyde), C(#N)[BH3-].[Na+] (sodium cyanoborohydride), [Cl-].[Na+] (sodium chloride). The solvent is C(C)O (ethanol), O (Water). Reaction conditions: time 2 hour. Product: Cl.Cl.C(C)OC(=O)C(CCCCN1CCCCC1)N[C@H]1CSC2=C(N(C1=O)CC(=O)OCC)C=CC=C2 (ethyl 3(R)-(1-ethoxycarbonyl-5-piperidinopentyl)amino-4-oxo-2,3,4,5-tetrahydro-1,5-benzothiazepine-5-acetate.dihydrochloride). The yield is 147.0%. RXN SMILES: [ClH:1].Cl.[NH2:3][CH2:4][CH2:5][CH2:6][CH2:7][CH:8]([NH:14][C@@H:15]1[C:21](=[O:22])[N:20]([CH2:23][C:24]([O:26][CH2:27][CH3:28])=[O:25])[C:19]2[CH:29]=[CH:30][CH:31]=[CH:32][C:18]=2[S:17][CH2:16]1)[C:9]([O:11][CH2:12][CH3:13])=[O:10].[CH:33](=O)[CH2:34][CH2:35][CH2:36][CH:37]=O.C([BH3-])#N.[Na+].[Cl-].[Na+]>C(O)C.O>[ClH:1].[ClH:1].[CH2:12]([O:11][C:9]([CH:8]([NH:14][C@@H:15]1[C:21](=[O:22])[N:20]([CH2:23][C:24]([O:26][CH2:27][CH3:28])=[O:25])[C:19]2[CH:29]=[CH:30][CH:31]=[CH:32][C:18]=2[S:17][CH2:16]1)[CH2:7][CH2:6][CH2:5][CH2:4][N:3]1[CH2:37][CH2:36][CH2:35][CH2:34][CH2:33]1)=[O:10])[CH3:13] |f:0.1.2,4.5,6.7,10.11.12|. Procedure: In 5 ml of ethanol is dissolved 60 mg of ethyl 3(R)-(5-amino-1-ethoxycarbonylpentyl)amino-4-oxo-2,3,4,5-tetrahydro-1,5-benzothiazepine-5-acetate.dihydrochloride, and 0.5 g of 25% aqueous glutaraldehyde solution and 0.3 g of sodium cyanoborohydride are added to the solution, followed by stirring at room temperature for 2 hours. Water (50 ml) is added to the reaction solution, followed by adding sodium chloride to saturate the solution. The solution is extracted twice with 30 ml of ethyl acetate, ... Starting materials: CNC1=CC=CC=C1 (N-methylaniline), BrCCCCO (4-bromo-1-butanol), [I-].[K+] (potassium iodide), C([O-])(O)=O.[Na+] (sodium bicarbonate). Solvent: CS(=O)C (dimethylsulfoxide), O (water). Product: OCCCCN(C1=CC=CC=C1)C (N-4-Hydroxybutyl-N-methylaniline). Reaction SMILES: [CH3:1][NH:2][C:3]1[CH:8]=[CH:7][CH:6]=[CH:5][CH:4]=1.Br[CH2:10][CH2:11][CH2:12][CH2:13][OH:14].[I-].[K+].C(=O)(O)[O-].[Na+]>CS(C)=O.O>[OH:14][CH2:13][CH2:12][CH2:11][CH2:10][N:2]([CH3:1])[C:3]1[CH:8]=[CH:7][CH:6]=[CH:5][CH:4]=1 |f:2.3,4.5|. Procedure details: A stirred solution of 107.2 g (1 mole) of N-methylaniline, 153.0 g (1 mole) of 4-bromo-1-butanol, 166 g (1 mole) of potassium iodide, and 168 g (2 mole) of sodium bicarbonate in dimethylsulfoxide is heated at 90° C. until the reaction is complete as indicated by thin layer chromatography. After cooling to room temperature, the reaction mixture is poured into a four-fold excess of water, and the aqueous solution is extracted with methylene chloride. The solvent is removed in vacuo, and the residu... Reactants: CCOC(=O)C1(CC(=O)OC(C)(C)C)Cc2ccccc2C1, C1CCOC1, CCO, Cl, [Na+], [OH-], O. Product: CC(C)(C)OC(=O)CC1(C(=O)O)Cc2ccccc2C1. As a reaction SMILES: [C:1]([CH3:2])([CH3:3])([CH3:4])[O:5][C:6]([CH2:7][C:8]1([C:17](=[O:18])[O:19][CH2:20][CH3:21])[CH2:9][c:10]2[cH:11][cH:12][cH:13][cH:14][c:15]2[CH2:16]1)=[O:22].[CH2:29]1[O:30][CH2:31][CH2:32][CH2:33]1.[CH3:25][CH2:26][OH:27].[ClH:28].[Na+:24].[OH-:23].[OH2:34]>>[C:1]([CH3:2])([CH3:3])([CH3:4])[O:5][C:6]([CH2:7][C:8]1([C:17](=[O:18])[OH:19])[CH2:9][c:10]2[cH:11][cH:12][cH:13][cH:14][c:15]2[CH2:16]1)=[O:22]. The reactants are N#N (N2), C(C)OC(CCCBr)=O (ethyl-4-bromobutyrate), C([O-])([O-])=O.[Cs+].[Cs+] (cesium carbonate), C(C)(C)(C)OC(=O)NC1=C(C(=O)OC)C=C(C=C1C)C (methyl 2-(tert-butoxycarbonylamino)-3,5-dimethylbenzoate). The solvent is CN(C)C=O (DMF). Reaction conditions: temperature 55 celsius, time 48 hour. The product is C(C)(C)(C)OC(=O)N(C1=C(C(=O)OC)C=C(C=C1C)C)CCCC(=O)OCC (Methyl 2-(tert-butoxycarbonyl(4-ethoxy-4-oxobutyl)amino)-3,5-dimethylbenzoate). Isolated yield 113.6%. As a reaction SMILES: N#N.[CH2:3]([O:5][C:6](=[O:11])[CH2:7][CH2:8][CH2:9]Br)[CH3:4].C(=O)([O-])[O-].[Cs+].[Cs+].[C:18]([O:22][C:23]([NH:25][C:26]1[C:35]([CH3:36])=[CH:34][C:33]([CH3:37])=[CH:32][C:27]=1[C:28]([O:30][CH3:31])=[O:29])=[O:24])([CH3:21])([CH3:20])[CH3:19]>CN(C=O)C>[C:18]([O:22][C:23]([N:25]([CH2:9][CH2:8][CH2:7][C:6]([O:5][CH2:3][CH3:4])=[O:11])[C:26]1[C:35]([CH3:36])=[CH:34][C:33]([CH3:37])=[CH:32][C:27]=1[C:28]([O:30][CH3:31])=[O:29])=[O:24])([CH3:21])([CH3:20])[CH3:19] |f:2.3.4|. Procedure details: Charge a 22 L flask, equipped with overhead agitation, heating mantle, condenser and a N2 purge, with DMF (10 L), ethyl-4-bromobutyrate (1.07 kg, 787.8 mL, 5.32 moles), cesium carbonate (2.92 kg, 22.5 moles), and methyl 2-(tert-butoxycarbonylamino)-3,5-dimethylbenzoate (1,000.0 g, 3.54 moles). Heat the resulting mixture to about 55° C. and stir for about 48 hours. Cool; filter off the solid; and wash the solid with MTBE (2×4 L). Combine the filtrate and the MTBE washings into a 50 L flask and co...